This data is from the Open Reaction Database (ORD), a public repository of structured organic reaction records. The task is: describe an organic reaction: reactants, conditions, products, and yield Reactants: Cc1ccc(C(=O)c2ccc(Cc3cccc([N+](=O)[O-])c3)n2C)cc1, CO, Cl, [NH4+], [OH-]. As a reaction SMILES: [CH3:1][c:2]1[cH:3][cH:4][c:5]([C:6](=[O:7])[c:8]2[cH:9][cH:10][c:11]([CH2:14][c:15]3[cH:16][c:17]([N+:21]([O-:22])=[O:23])[cH:18][cH:19][cH:20]3)[n:12]2[CH3:13])[cH:24][cH:25]1.[CH3:29][OH:30].[ClH:26].[NH4+:27].[OH-:28]>>[CH3:1][c:2]1[cH:3][cH:4][c:5]([C:6](=[O:7])[c:8]2[cH:9][cH:10][c:11]([CH2:14][c:15]3[cH:16][c:17]([NH2:21])[cH:18][cH:19][cH:20]3)[n:12]2[CH3:13])[cH:24][cH:25]1. The product is Cc1ccc(C(=O)c2ccc(Cc3cccc(N)c3)n2C)cc1. Starting materials: FC1=CC=C(C=C1)C=1OC=C(N1)C(CN)C (2-(2-(4-fluorophenyl)oxazol-4-yl)propan-1-amine), FC(C1=NC(=NO1)C=1C=C(C(=O)O)C=CC1)(F)F (3-(5-(trifluoromethyl)-1,2,4-oxadiazol-3-yl)benzoic acid). The product is FC1=CC=C(C=C1)C=1OC=C(N1)C(CNC(C1=CC(=CC=C1)C1=NOC(=N1)C(F)(F)F)=O)C (N-(2-(2-(4-Fluorophenyl)oxazol-4-yl)propyl)-3-(5-(trifluoromethyl)-1,2,4-oxadiazol-3-yl)benzamide). The yield is 36.0%. Reaction SMILES: [F:1][C:2]1[CH:7]=[CH:6][C:5]([C:8]2[O:9][CH:10]=[C:11]([CH:13]([CH3:16])[CH2:14][NH2:15])[N:12]=2)=[CH:4][CH:3]=1.[F:17][C:18]([F:34])([F:33])[C:19]1[O:23][N:22]=[C:21]([C:24]2[CH:25]=[C:26]([CH:30]=[CH:31][CH:32]=2)[C:27](O)=[O:28])[N:20]=1>>[F:1][C:2]1[CH:3]=[CH:4][C:5]([C:8]2[O:9][CH:10]=[C:11]([CH:13]([CH3:16])[CH2:14][NH:15][C:27](=[O:28])[C:26]3[CH:30]=[CH:31][CH:32]=[C:24]([C:21]4[N:20]=[C:19]([C:18]([F:34])([F:33])[F:17])[O:23][N:22]=4)[CH:25]=3)[N:12]=2)=[CH:6][CH:7]=1. Procedure: This compound was synthesized from 2-(2-(4-fluorophenyl)oxazol-4-yl)propan-1-amine and 3-(5-(trifluoromethyl)-1,2,4-oxadiazol-3-yl)benzoic acid as described in example 8 step 6 (95 mg, yield 36%) as a yellow solid. 1H NMR (400 MHz, CDCl3) δ 8.59-8.58 (t, J=1.5 Hz, 1H), 8.28-8.26 (dt, J=7.8 Hz, 1.3 Hz, 1H), 8.17-8.14 (dt, J=7.8 Hz, 1.4 Hz, 1H), 8.09-8.05 (m, 2H), 7.90 (m, 1H), 7.67-7.63 (t, J=7.8 Hz, 1H), 7.53 (d, J=0.8 Hz, 1H), 7.14-7.10 (m, 2H), 3.99-3.93 (ddd, J=13.2 Hz, 6.4 Hz, 4.3 Hz, 1H), 3... Starting materials: C#C (ethyne), C1(CCCCCN1)=O (ε-caprolactam). The product is C(=C)N1C(CCCCC1)=O (N-vinyl-ε-caprolactam). Isolated yield 77.9%. RXN SMILES: [CH:1]#[CH:2].[C:3]1(=[O:10])[NH:9][CH2:8][CH2:7][CH2:6][CH2:5][CH2:4]1>>[CH:1]([N:9]1[CH2:8][CH2:7][CH2:6][CH2:5][CH2:4][C:3]1=[O:10])=[CH2:2]. Reported procedure: Example 1 was carried out without addition of a cocatalyst. The amount of ethyne taken up was 0.69 mol per mole of ε-caprolactam. The distillative workup yielded N-vinyl-ε-caprolactam in a yield of 77.9%. A viscid distillation residue was obtained.